describe an organic reaction: reactants, conditions, products, and yield From a dataset of the Open Reaction Database (ORD), a public repository of structured organic reaction records. RXN SMILES: [CH2:18]1[CH2:19][CH2:20][NH:21][CH2:22][CH2:23]1.[CH3:24][CH2:25][OH:26].[N:13]#[C:14][CH2:15][C:16]#[N:17].[NH:1]([C:2](=[O:3])[CH3:4])[c:5]1[cH:6][cH:7][c:8]([CH:9]=[O:10])[cH:11][cH:12]1>>[NH:1]([C:2](=[O:3])[CH3:4])[c:5]1[cH:6][cH:7][c:8]([CH:9]=[C:15]([C:14]#[N:13])[C:16]#[N:17])[cH:11][cH:12]1. Reactants: C1CCNCC1, CCO, N#CCC#N, CC(=O)Nc1ccc(C=O)cc1. Yields the product CC(=O)Nc1ccc(C=C(C#N)C#N)cc1. Starting materials: C1(CCCCCCC1)C1=CC=C(C=C1)C(C)=O (4′-cyclooctylacetophenone), II (I2), formula 2, Cl (HCl), C(C)OC(CBr)=O (ethylbromoacetate). Reagents/catalysts: [Zn] (Zn). Solvent: C1=CC=CC=C1 (benzene), C1=CC=CC=C1 (benzene). The product is OC(CC(=O)OCC)(C)C1=CC=C(C=C1)C1CCCCCCC1 (ethyl 3-hydroxy-3-(4′-cyclooctylphenyl)-butanoate). Isolated yield 95.0%. Reaction SMILES: [CH:1]1([C:9]2[CH:14]=[CH:13][C:12]([C:15](=[O:17])[CH3:16])=[CH:11][CH:10]=2)[CH2:8][CH2:7][CH2:6][CH2:5][CH2:4][CH2:3][CH2:2]1.II.[CH2:20]([O:22][C:23](=[O:26])[CH2:24]Br)[CH3:21].Cl>C1C=CC=CC=1.[Zn]>[OH:17][C:15]([C:12]1[CH:11]=[CH:10][C:9]([CH:1]2[CH2:8][CH2:7][CH2:6][CH2:5][CH2:4][CH2:3][CH2:2]2)=[CH:14][CH:13]=1)([CH3:16])[CH2:24][C:23]([O:22][CH2:20][CH3:21])=[O:26]. Procedure: To a refluxing mixture of 4′-cyclooctylacetophenone (30 g), I2 (5 mg) and Zn (17.2 g) in benzene (300 ml) was added ethylbromoacetate (18 ml) dropwise during 30 minutes. The mixture was refluxed for 2 h and then cooled to room temperature. It was acidified with 10% HCl (200 ml), benzene layer was separated out. The organic layer was washed with water, dried (Na2SO4) and concentrated. The crude product was purified by column chromatography on silica gel to give 39.4 g (95% yield) of ethyl 3-hydro... The reactants are CC1=C(SC=C1)C(=O)O (3-methyl-2-thiophenecarboxylic acid), N1(C=CC=C1)N1C(C2=CC=CC=C2C1=O)=O (2-(1H-pyrrol-1-yl)-1H-isoindole-1,3(2H)dione), C(C(=O)Cl)(=O)Cl (oxalyl chloride), [Sn](Cl)(Cl)(Cl)Cl (tin (IV) chloride). Run in C(Cl)Cl (DCM), O (water). Run at time 1 hour. Product: CC1=C(SC=C1)C(=O)C=1N(C=CC1)N1C(C2=CC=CC=C2C1=O)=O (2-[2-[(3-Methyl-2-thienyl)carbonyl]-1H-pyrrol-1-yl]-1H-isoindole-1,3(2H)dione). The yield is 25.2%. RXN SMILES: [CH3:1][C:2]1[CH:6]=[CH:5][S:4][C:3]=1[C:7]([OH:9])=O.C(Cl)(=O)C(Cl)=O.[Sn](Cl)(Cl)(Cl)Cl.[N:21]1([N:26]2[C:34](=[O:35])[C:33]3[C:28](=[CH:29][CH:30]=[CH:31][CH:32]=3)[C:27]2=[O:36])[CH:25]=[CH:24][CH:23]=[CH:22]1>C(Cl)Cl.O>[CH3:1][C:2]1[CH:6]=[CH:5][S:4][C:3]=1[C:7]([C:22]1[N:21]([N:26]2[C:34](=[O:35])[C:33]3[C:28](=[CH:29][CH:30]=[CH:31][CH:32]=3)[C:27]2=[O:36])[CH:25]=[CH:24][CH:23]=1)=[O:9]. Procedure details: To a stirred solution consisting of 3-methyl-2-thiophenecarboxylic acid (21.0 g) in dry DCM (1.5 l) was added oxalyl chloride (21.0 ml) at room temperature under nitrogen. After stirring for 1 hour at room temperature, the reaction mixture was cooled to -10° C. and tin (IV) chloride (17.3 ml) was added. The resulting solution was stirred for 10 minutes (-10° C.) at which time 2-(1H-pyrrol-1-yl)-1H-isoindole-1,3(2H)dione (31.3 g) was added in three portions. After stirring for 1 hour in the cooli... The reactants are C1(CCC1)C=1N=C(SC1)CCC1=CC=2N(C(C(=C(N2)N2CC(CCC2)O)/C=C/C(=O)OC(C)(C)C)=O)C=C1 (tert-Butyl (E)-3-[8-[2-(4-Cyclobutyl-1,3-thiazol-2-yl)ethyl]-2-(3-hydroxy-piperidino)-4-oxo-4H-pyrido[1,2-a]pyrimidin-3-yl]-2-propenoate). Run in C(=O)O (formic acid). Reaction conditions: time 30 minute. Product: C1(CCC1)C=1N=C(SC1)CCC1=CC=2N(C(C(=C(N2)N2CC(CCC2)O)/C=C/C(=O)O)=O)C=C1 ((E)-3-[8-[2-(4-Cyclobutyl-1,3-thiazol-2-yl)ethyl]-2-(3-hydroxypiperidino)-4-oxo-4H-pyrido[1,2-a]pyrimidin-3-yl]-2-propenoic acid). Reaction SMILES: [CH:1]1([C:5]2[N:6]=[C:7]([CH2:10][CH2:11][C:12]3[CH:38]=[CH:37][N:15]4[C:16](=[O:36])[C:17](/[CH:27]=[CH:28]/[C:29]([O:31]C(C)(C)C)=[O:30])=[C:18]([N:20]5[CH2:25][CH2:24][CH2:23][CH:22]([OH:26])[CH2:21]5)[N:19]=[C:14]4[CH:13]=3)[S:8][CH:9]=2)[CH2:4][CH2:3][CH2:2]1>C(O)=O>[CH:1]1([C:5]2[N:6]=[C:7]([CH2:10][CH2:11][C:12]3[CH:38]=[CH:37][N:15]4[C:16](=[O:36])[C:17](/[CH:27]=[CH:28]/[C:29]([OH:31])=[O:30])=[C:18]([N:20]5[CH2:25][CH2:24][CH2:23][CH:22]([OH:26])[CH2:21]5)[N:19]=[C:14]4[CH:13]=3)[S:8][CH:9]=2)[CH2:2][CH2:3][CH2:4]1. Procedure details: tert-Butyl (E)-3-[8-[2-(4-Cyclobutyl-1,3-thiazol-2-yl)ethyl]-2-(3-hydroxy-piperidino)-4-oxo-4H-pyrido[1,2-a]pyrimidin-3-yl]-2-propenoate (76 mg, 0.142 mmol) was added with formic acid (3 ml) and stirred at room temperature for 2 hours and 30 minutes. After the formic acid was evaporated under reduced pressure, the residue was purified by thin layer silica gel chromatography (chloroform:methanol=15:1) to obtain 39 mg (55% for the three steps) of the title compound as yellow crystals. The reactants are O.C([O-])(O)=O.[Na+] (sodium bicarbonate water), C=1C=CC2=C(C1)N=NN2O (HOBT), FC1=CC=C(C=C1)C(C(=O)O)N1C(/C(/CCC1)=C/C1=CC(=C(C=C1)N1C=NC(=C1)C)OC)=O ((E)-(4-fluorophenyl)-(3-(3-methoxy-4-(4-methyl-1H-imidazol-1-yl)benzylidene)-2-oxopiperidin-1-yl)acetic acid), CN (methylamine). The solvent is C(C)(=O)OCC (ethyl acetate), CN(C)C=O (DMF), C(CCl)Cl (EDC). Reaction conditions: time 5 hour. Yields the product FC1=CC=C(C=C1)C(C(=O)NC)N1C(/C(/CCC1)=C/C1=CC(=C(C=C1)N1C=NC(=C1)C)OC)=O ((E)-2-(4-fluorophenyl)-2-{3-[3-methoxy-4-(4-methyl-1H-imidazol-1-yl)benzylidene]-2-oxopiperidin-1-yl}-N-methylacetamide). Isolated yield 86.4%. RXN SMILES: C1C=CC2N(O)N=[N:7][C:5]=2C=1.[F:11][C:12]1[CH:17]=[CH:16][C:15]([CH:18]([N:22]2[CH2:27][CH2:26][CH2:25]/[C:24](=[CH:28]\[C:29]3[CH:34]=[CH:33][C:32]([N:35]4[CH:39]=[C:38]([CH3:40])[N:37]=[CH:36]4)=[C:31]([O:41][CH3:42])[CH:30]=3)/[C:23]2=[O:43])[C:19](O)=[O:20])=[CH:14][CH:13]=1.CN.O.C(=O)(O)[O-].[Na+]>CN(C=O)C.C(OCC)(=O)C.C(Cl)CCl>[F:11][C:12]1[CH:17]=[CH:16][C:15]([CH:18]([N:22]2[CH2:27][CH2:26][CH2:25]/[C:24](=[CH:28]\[C:29]3[CH:34]=[CH:33][C:32]([N:35]4[CH:39]=[C:38]([CH3:40])[N:37]=[CH:36]4)=[C:31]([O:41][CH3:42])[CH:30]=3)/[C:23]2=[O:43])[C:19]([NH:7][CH3:5])=[O:20])=[CH:14][CH:13]=1 |f:3.4.5|. Procedure: A 1 N aqueous solution of sodium hydroxide (0.8 mL) was added to a solution of a solution of methyl (E)-(4-fluorophenyl)-(3-(3-methoxy-4-(4-methyl-1H-imidazol-1-yl)benzylidene)-2-oxopiperidin-1-yl)acetate synthesized by the method described in Example 924 (74 mg) in methanol (3 mL), and the reaction solution was stirred at room temperature for 13 hours. 2 N hydrochloric acid (0.4 mL) was added to the reaction solution, and the reaction solution was concentrated under reduced pressure to obtain 7... Reactants: CC(Cn1ncc2ccc3oc(CNC(=O)c4cccnc4)cc3c21)NC(=O)OCc1ccccc1, CO, [H][H]. RXN SMILES: [CH2:1]([O:2][C:3](=[O:4])[NH:10][CH:11]([CH2:12][n:13]1[n:14][cH:15][c:16]2[cH:17][cH:18][c:19]3[c:20]([c:21]12)[cH:22][c:23]([CH2:25][NH:26][C:27](=[O:28])[c:29]1[cH:30][n:31][cH:32][cH:33][cH:34]1)[o:24]3)[CH3:35])[c:5]1[cH:6][cH:7][cH:8][cH:9][cH:36]1.[CH3:39][OH:40].[H:37][H:38]>>[NH2:10][CH:11]([CH2:12][n:13]1[n:14][cH:15][c:16]2[cH:17][cH:18][c:19]3[c:20]([c:21]12)[cH:22][c:23]([CH2:25][NH:26][C:27](=[O:28])[c:29]1[cH:30][n:31][cH:32][cH:33][cH:34]1)[o:24]3)[CH3:35]. Yields the product CC(N)Cn1ncc2ccc3oc(CNC(=O)c4cccnc4)cc3c21. Starting materials: C1CCOC1, C1CCOC1, CC1(C)CNC(=O)c2cc3ccc(C(=O)O)cc3n21, CCN(C(C)C)C(C)C, O=C(Cl)C(=O)Cl, ClCCl, Nc1cccnc1, CN(C)C=O. Yields the product CC1(C)CNC(=O)c2cc3ccc(C(=O)Nc4cccnc4)cc3n21. RXN SMILES: [CH2:42]1[O:43][CH2:44][CH2:45][CH2:46]1.[CH2:55]1[O:56][CH2:57][CH2:58][CH2:59]1.[CH3:1][C:2]1([CH3:19])[CH2:3][NH:4][C:5](=[O:18])[c:6]2[n:7]1[c:8]1[cH:9][c:10]([C:15](=[O:16])[OH:17])[cH:11][cH:12][c:13]1[cH:14]2.[CH:33]([N:34]([CH:35]([CH3:36])[CH3:37])[CH2:38][CH3:39])([CH3:40])[CH3:41].[Cl:20][C:21]([C:22]([Cl:23])=[O:24])=[O:25].[Cl:52][CH2:53][Cl:54].[NH2:26][c:27]1[cH:28][n:29][cH:30][cH:31][cH:32]1.[O:47]=[CH:48][N:49]([CH3:50])[CH3:51]>>[CH3:1][C:2]1([CH3:19])[CH2:3][NH:4][C:5](=[O:18])[c:6]2[n:7]1[c:8]1[cH:9][c:10]([C:15](=[O:16])[NH:26][c:27]3[cH:28][n:29][cH:30][cH:31][cH:32]3)[cH:11][cH:12][c:13]1[cH:14]2. Starting materials: Cl (hydrochloric acid), [BH4-].[Li+] (lithium borohydride), O1CCCC1 (tetrahydrofuran), O1CCCC1 (tetrahydrofuran), COC(=O)CC[C@@H]1CC[C@H](CC1)C1=C(C(=CC=C1)F)F (1-[trans-4-(2-methoxycarbonylethyl)cyclohexyl]-2,3-difluorobenzene). As a reaction SMILES: [BH4-].[Li+].O1CCCC1.Cl.C[O:10][C:11]([CH2:13][CH2:14][C@H:15]1[CH2:20][CH2:19][C@H:18]([C:21]2[CH:26]=[CH:25][CH:24]=[C:23]([F:27])[C:22]=2[F:28])[CH2:17][CH2:16]1)=O>>[OH:10][CH2:11][CH2:13][CH2:14][C@H:15]1[CH2:16][CH2:17][C@H:18]([C:21]2[CH:26]=[CH:25][CH:24]=[C:23]([F:27])[C:22]=2[F:28])[CH2:19][CH2:20]1 |f:0.1|. Product: OCCC[C@@H]1CC[C@H](CC1)C1=C(C(=CC=C1)F)F (1-[trans-4-(3-hydroxypropyl)cyclohexyl]-2,3-difluorobenzene). Isolated yield 85.3%. Procedure: First, 1.4 g of lithium borohydride and 50 ml of dry tetrahydrofuran were placed in a 200 ml flask whose content was replaced with argon. Then, 25 ml of a tetrahydrofuran solution in which 12.1 g of 1-[trans-4-(2-methoxycarbonylethyl)cyclohexyl]-2,3-difluorobenzene was dissolved was added dropwise to the reaction mixture at room temperature, and the resultant reaction mixture was stirred under reflux for 1 hour. Diluted hydrochloric acid was added to the reaction mixture, and an organic layer wa... Reactants: COC(=O)C1OC(C(C(C1OC(C)=O)OC(C)=O)OC(C)=O)OCC(C)(C1=CC(=NO1)NC(=O)NC1=CC=C(C=C1)C=1N=C2SC3=C(N2C1)C=CC(=C3)OCCN3CCOCC3)C (3,4,5-triacetoxy-6-{2-methyl-2-[3-(3-{4-[7-(2-morpholin-4-yl-ethoxy)-benzo[d]imidazo[2,1-b]thiazol-2-yl]-phenyl}-ureido)-isoxazol-5-yl]-propoxy}-tetrahydro-pyran-2-carboxylic acid methyl ester), CO (MeOH), O (water), [OH-].[K+] (potassium hydroxide). The solvent is C(C)(=O)O (acetic acid). Product: OC1C(OC(C(C1O)O)OCC(C)(C1=CC(=NO1)NC(=O)NC1=CC=C(C=C1)C=1N=C2SC3=C(N2C1)C=CC(=C3)OCCN3CCOCC3)C)C(=O)O (3,4,5-trihydroxy-6-{2-methyl-2-[3-(3-{4-[7-(2-morpholin-4-yl-ethoxy)-benzo[d]imidazo[2,1-b]thiazol-2-yl]-phenyl}-ureido)-isoxazol-5-yl]-propoxy}-tetrahydro-pyran-2-carboxylic acid). As a reaction SMILES: C[O:2][C:3]([CH:5]1[CH:10]([O:11]C(=O)C)[CH:9]([O:15]C(=O)C)[CH:8]([O:19]C(=O)C)[CH:7]([O:23][CH2:24][C:25]([CH3:63])([C:27]2[O:31][N:30]=[C:29]([NH:32][C:33]([NH:35][C:36]3[CH:41]=[CH:40][C:39]([C:42]4[N:43]=[C:44]5[N:48]([CH:49]=4)[C:47]4[CH:50]=[CH:51][C:52]([O:54][CH2:55][CH2:56][N:57]6[CH2:62][CH2:61][O:60][CH2:59][CH2:58]6)=[CH:53][C:46]=4[S:45]5)=[CH:38][CH:37]=3)=[O:34])[CH:28]=2)[CH3:26])[O:6]1)=[O:4].CO.O.[OH-].[K+]>C(O)(=O)C>[OH:11][CH:10]1[CH:9]([OH:15])[CH:8]([OH:19])[CH:7]([O:23][CH2:24][C:25]([CH3:63])([C:27]2[O:31][N:30]=[C:29]([NH:32][C:33]([NH:35][C:36]3[CH:41]=[CH:40][C:39]([C:42]4[N:43]=[C:44]5[N:48]([CH:49]=4)[C:47]4[CH:50]=[CH:51][C:52]([O:54][CH2:55][CH2:56][N:57]6[CH2:58][CH2:59][O:60][CH2:61][CH2:62]6)=[CH:53][C:46]=4[S:45]5)=[CH:38][CH:37]=3)=[O:34])[CH:28]=2)[CH3:26])[O:6][CH:5]1[C:3]([OH:4])=[O:2] |f:3.4|. Procedure: Final compound 3,4,5-trihydroxy-6-{2-methyl-2-[3-(3-{4-[7-(2-morpholin-4-yl-ethoxy)-benzo[d]imidazo[2,1-b]thiazol-2-yl]-phenyl}-ureido)-isoxazol-5-yl]-propoxy}-tetrahydro-pyran-2-carboxylic acid (I-6) is prepared by following a general procedure given in J. Med. Chem. 1995, 38, 1911). To a stirred mixture of 3,4,5-triacetoxy-6-{2-methyl-2-[3-(3-{4-[7-(2-morpholin-4-yl-ethoxy)-benzo[d]imidazo[2,1-b]thiazol-2-yl]-phenyl}-ureido)-isoxazol-5-yl]-propoxy}-tetrahydro-pyran-2-carboxylic acid methyl est...